Dataset: the Open Reaction Database (ORD), a public repository of structured organic reaction records. Task: describe an organic reaction: reactants, conditions, products, and yield Reactants: ClC=1C=C(C=CC1Cl)CC(=O)O (3,4-dichlorophenyl-acetic acid), C(=O)(C=1NC=CN1)C=1NC=CN1 (carbonyl-diimidazole), CNC1C(C2=CC=CC=C2C1)N1CCCC1 (1-[2,3dihydro-2-(methylamino)-1H-inden-1-yl]-pyrrolidine). The solvent is O1CCCC1 (tetrahydrofuran), O1CCCC1 (tetrahydrofuran), O1CCCC1 (tetrahydrofuran). Conditions: temperature 22.5 celsius, time 1 hour. Product: ClC=1C=C(C=CC1Cl)CC(=O)N(C)C1C(C2=CC=CC=C2C1)N1CCCC1 (3,4-dichloro-N-[2,3-dihydro-1-(pyrrolidinyl)-1H-inden-2-yl]-n-methyl-benzene-acetamide). As a reaction SMILES: [Cl:1][C:2]1[CH:3]=[C:4]([CH2:9][C:10]([OH:12])=O)[CH:5]=[CH:6][C:7]=1[Cl:8].C(C1NC=CN=1)(C1NC=CN=1)=O.[CH3:25][NH:26][CH:27]1[CH2:35][C:34]2[C:29](=[CH:30][CH:31]=[CH:32][CH:33]=2)[CH:28]1[N:36]1[CH2:40][CH2:39][CH2:38][CH2:37]1>O1CCCC1>[Cl:1][C:2]1[CH:3]=[C:4]([CH2:9][C:10]([N:26]([CH:27]2[CH2:35][C:34]3[C:29](=[CH:30][CH:31]=[CH:32][CH:33]=3)[CH:28]2[N:36]2[CH2:40][CH2:39][CH2:38][CH2:37]2)[CH3:25])=[O:12])[CH:5]=[CH:6][C:7]=1[Cl:8]. Procedure: A mixture of 2.66 g of 3,4-dichlorophenyl-acetic acid, 2.10 g of carbonyl-diimidazole and 25 ml of tetrahydrofuran was stirred for 1 hour at 20 to 25° C. and then 2.16 g of the product of Step C was added in 10 ml of tetrahydrofuran with stirring for 3 hours 30 minutes at 20 to 25° C. after which the tetrahydrofuran was distilled off under reduced pressure. The residue was taken up in ether, washed with a saturated solution of sodium bicarbonate and then with water saturated with sodium chloride... Reactants: O.C(=O)(O)[C@@H](CC1(CCCC1)C(=O)N[C@@H](CC1=CC=C(C=C1)O)C(=O)O)CNC([C@@H](NS(=O)(=O)C)CCCCN)=O ((S,S,S)-N-(1-[2-Carboxy-3-(N2-mesyllysylamino)propyl]-1-cyclopentylcarbonyl)tyrosine hydrate), C(CC)O (n-propanol). Run in C(C)#N (acetonitrile). Yields the product C(=O)(O)[C@@H](CC1(CCCC1)C(=O)N[C@@H](CC1=CC=C(C=C1)O)C(=O)O)CNC([C@@H](NS(=O)(=O)C)CCCCN)=O ((S,S,S)-N-(1-[2-Carboxy-3-(N2-mesyllysylamino)propyl]-1-cyclopentylcarbonyl)tyrosine). RXN SMILES: O.[C:2]([C@H:5]([CH2:27][NH:28][C:29](=[O:41])[C@H:30]([CH2:36][CH2:37][CH2:38][CH2:39][NH2:40])[NH:31][S:32]([CH3:35])(=[O:34])=[O:33])[CH2:6][C:7]1([C:12]([NH:14][C@H:15]([C:24]([OH:26])=[O:25])[CH2:16][C:17]2[CH:22]=[CH:21][C:20]([OH:23])=[CH:19][CH:18]=2)=[O:13])[CH2:11][CH2:10][CH2:9][CH2:8]1)([OH:4])=[O:3].C(O)CC>C(#N)C>[C:2]([C@H:5]([CH2:27][NH:28][C:29](=[O:41])[C@H:30]([CH2:36][CH2:37][CH2:38][CH2:39][NH2:40])[NH:31][S:32]([CH3:35])(=[O:34])=[O:33])[CH2:6][C:7]1([C:12]([NH:14][C@H:15]([C:24]([OH:26])=[O:25])[CH2:16][C:17]2[CH:22]=[CH:21][C:20]([OH:23])=[CH:19][CH:18]=2)=[O:13])[CH2:11][CH2:10][CH2:9][CH2:8]1)([OH:4])=[O:3] |f:0.1|. Procedure: (S,S,S)-N-(1-[2-Carboxy-3-(N2-mesyllysylamino)propyl]-1-cyclopentylcarbonyl)tyrosine hydrate (the δ-form, see Preparation 2) (1.0 g) was stirred with either n-propanol or acetonitrile (10 ml) for 24 hours at room temperature. In each case the white solid obtained was collected by filtration and dried to provide the title compound, m.p. 172-176° C. Reactants: C(C1=CC=CC=C1)OC1=CC=C(C=C1)NC1=NC=NC2=CC=C(C=C12)Br ((4-benzyloxy-phenyl)-(6-bromoquinazolin-4-yl)-amine), CN1N=NC=C1[Sn](CCCC)(CCCC)CCCC (1-methyl-5-(tributylstannyl)-1,2,3-triazole), O1CCOCC1 (dioxan). The reagents and catalysts are Cl[Pd]([P](C1=CC=CC=C1)(C2=CC=CC=C2)C3=CC=CC=C3)([P](C4=CC=CC=C4)(C5=CC=CC=C5)C6=CC=CC=C6)Cl (bis(triphenylphosphine)palladium(II) chloride). Yields the product C(C)(=O)OCC.CCCC(C)C (ethyl acetate iso-hexane), product. The yield is 45.0%. RXN SMILES: [CH2:1]([O:8][C:9]1[CH:14]=CC(NC2C3C(=CC=C(Br)C=3)N=CN=2)=CC=1)[C:2]1[CH:7]=C[CH:5]=[CH:4][CH:3]=1.CN1C([Sn](CCCC)(CCCC)CCCC)=CN=N1.[O:46]1CCOCC1>Cl[Pd](Cl)([P](C1C=CC=CC=1)(C1C=CC=CC=1)C1C=CC=CC=1)[P](C1C=CC=CC=1)(C1C=CC=CC=1)C1C=CC=CC=1>[C:9]([O:8][CH2:1][CH3:2])(=[O:46])[CH3:14].[CH3:5][CH2:4][CH2:3][CH:2]([CH3:7])[CH3:1] |f:4.5,^1:54,73|. Reported procedure: The (4-benzyloxy-phenyl)-(6-bromoquinazolin-4-yl)-amine (250 mg, 0.62 mmol), 1-methyl-5-(tributylstannyl)-1,2,3-triazole (300 mg, 0.81 mmol) and bis(triphenylphosphine)palladium(II) chloride (catalytic) were dissolved in dioxan (10 ml) and heated at reflux under nitrogen for 48 hr. The solvent was removed from the cooled reaction under vacuum, and the residue was triturated with iso-hexane. The resulting material was dissolved in ethyl acetate, filtered and the filtrate evaporated to dryness. Tr... The reactants are CC1=C2C(C(=O)OC2=O)=CC=C1 (3-methylphthalic anhydride), Cl.NC1(C(NC(CC1)=O)=O)C (3-amino-3-methylpiperidine-2,6-dione hydrogen chloride), C(C)(=O)[O-].[Na+] (sodium acetate). Run in C(C)(=O)O (acetic acid). Yields the product CC1=C2C(N(C(C2=CC=C1)=O)C1(C(NC(CC1)=O)=O)C)=O (4-Methyl-2-(2,6-dioxo-3-methyl-(3-piperidyl))isoindoline-1,3-dione), solid. Isolated yield 27.0%. RXN SMILES: [CH3:1][C:2]1[CH:12]=[CH:11][CH:10]=[C:4]2[C:5]([O:7][C:8](=[O:9])[C:3]=12)=O.Cl.[NH2:14][C:15]1([CH3:23])[CH2:20][CH2:19][C:18](=[O:21])[NH:17][C:16]1=[O:22].C([O-])(=O)C.[Na+]>C(O)(=O)C>[CH3:1][C:2]1[CH:12]=[CH:11][CH:10]=[C:4]2[C:3]=1[C:8](=[O:9])[N:14]([C:15]1([CH3:23])[CH2:20][CH2:19][C:18](=[O:21])[NH:17][C:16]1=[O:22])[C:5]2=[O:7] |f:1.2,3.4|. Procedure: 4-Methyl-2-(2,6-dioxo-3-methyl-(3-piperidyl))isoindoline-1,3-dione was prepared by the procedure of Example 1 from 3-methylphthalic anhydride (0.27 g, 1.7 mmol), 3-amino-3-methylpiperidine-2,6-dione hydrogen chloride (0.30 g, 1.7 mmol) and sodium acetate (0.15 g, 1.8 mmol) in acetic acid (10 mL). The product was a white solid (0.13 g, 27 % yield); mp, 248.0-250.0° C.; 1H NMR (DMSO-d6) δ1.89 (s, 3H, CH3), 2.01-2.08 (m, 1H, CHH), 2.49-2.70 (m, 3H, CHH, CH2), 2.55 (s, 3H, CH3), 7.62-7.74 (m, 3H, Ar... Starting materials: COC(=O)C1=CN(C=2C1=NC(=CN2)C2=NN(C1=CC=C(C=C21)S(=O)(=O)C)C)COC(C(C)(C)C)=O (methyl2-(1-methyl-5-(methylsulfonyl)-1H-indazol-3-yl)-5-(pivaloyloxymethyl)-5H-pyrrolo[3,2-b]pyrazine-7-carboxylate), [OH-].[Na+] (NaOH). The solvent is O1CCOCC1.O (dioxane water). Run at temperature 85 celsius, time 4 hour. The product is CS(=O)(=O)C=1C=C2C(=NN(C2=CC1)C)C=1N=C2C(=NC1)NC=C2C(=O)O (2-(5-methanesulfonyl-1-methyl-1H-indazol-3-yl)-5H-pyrrolo[2,3-b]pyrazine-7-carboxylic acid). Yield: 67.3%. Reaction SMILES: C[O:2][C:3]([C:5]1[C:9]2=[N:10][C:11]([C:14]3[C:22]4[C:17](=[CH:18][CH:19]=[C:20]([S:23]([CH3:26])(=[O:25])=[O:24])[CH:21]=4)[N:16]([CH3:27])[N:15]=3)=[CH:12][N:13]=[C:8]2[N:7](COC(=O)C(C)(C)C)[CH:6]=1)=[O:4].[OH-].[Na+]>O1CCOCC1.O>[CH3:26][S:23]([C:20]1[CH:21]=[C:22]2[C:17](=[CH:18][CH:19]=1)[N:16]([CH3:27])[N:15]=[C:14]2[C:11]1[N:10]=[C:9]2[C:5]([C:3]([OH:4])=[O:2])=[CH:6][NH:7][C:8]2=[N:13][CH:12]=1)(=[O:25])=[O:24] |f:1.2,3.4|. Reported procedure: To a suspension of methyl2-(1-methyl-5-(methylsulfonyl)-1H-indazol-3-yl)-5-(pivaloyloxymethyl)-5H-pyrrolo[3,2-b]pyrazine-7-carboxylate (80 mg, 0.16 mmol) in dioxane/water (6 mL/4 mL) was added NaOH (100 mg, 2.5 mmol), the reaction mixture was heated to 85° C. with stirring for 4 hours, the dioxane was removed under reduced pressure, the aqueous layer was adjusted to pH=4 with 2 N HCl. The formed precipitate was collected by filtration, washed with water (3 mL) and dried to afford 2-(5-methanesul... Starting materials: FC(C1=CC=C(C(=O)N)C=C1)(F)F (4-trifluoromethylbenzamide), COC=1C=CC(=CC1)P2(=S)SP(=S)(S2)C=3C=CC(=CC3)OC (Lawesson's reagent). The solvent is C1(=CC=CC=C1)C (toluene). The product is FC(C1=CC=C(C(=S)N)C=C1)(F)F (4-trifluoromethylthiobenzamide). RXN SMILES: [F:1][C:2]([F:13])([F:12])[C:3]1[CH:11]=[CH:10][C:6]([C:7]([NH2:9])=O)=[CH:5][CH:4]=1.COC1C=CC(P2(SP(C3C=CC(OC)=CC=3)(=S)S2)=[S:23])=CC=1>C1(C)C=CC=CC=1>[F:1][C:2]([F:13])([F:12])[C:3]1[CH:11]=[CH:10][C:6]([C:7]([NH2:9])=[S:23])=[CH:5][CH:4]=1. Procedure: A mixture of 4-trifluoromethylbenzamide (79 mM) and Lawesson's reagent (39 mM) in toluene (200 mL) was heated at reflux for 4 hours under N2. The reaction mixture was cooled and the resulting precipitate was isolated by filtration to give 4-trifluoromethylthiobenzamide as a solid: mp 125° C. (The following general procedure was used to synthesize the various substituted thiobenzamides (Tetrahedron 35,2433, (1979)): The reactants are CI, CN(C)C=O, [Na+], O=C1CCCc2cc(OS(=O)(=O)C(F)(F)F)ccc21, [OH-], O. The product is CC1CCc2cc(OS(=O)(=O)C(F)(F)F)ccc2C1=O. RXN SMILES: [CH3:22][I:23].[CH3:25][N:26]([CH3:27])[CH:28]=[O:29].[Na+:21].[O:1]=[C:2]1[c:3]2[cH:4][cH:5][c:6]([O:12][S:13](=[O:14])(=[O:15])[C:16]([F:17])([F:18])[F:19])[cH:7][c:8]2[CH2:9][CH2:10][CH2:11]1.[OH-:20].[OH2:24]>>[O:1]=[C:2]1[c:3]2[cH:4][cH:5][c:6]([O:12][S:13](=[O:14])(=[O:15])[C:16]([F:17])([F:18])[F:19])[cH:7][c:8]2[CH2:9][CH2:10][CH:11]1[CH3:22].